Dataset: the Open Reaction Database (ORD), a public repository of structured organic reaction records. Task: describe an organic reaction: reactants, conditions, products, and yield The reactants are BrC1=C(C=2N(C=C1)C(N(N2)CC(C)C)=O)C2=CC=C(C=C2)Cl (7-bromo-8-(4-chlorophenyl)-2-isobutyl-[1,2,4]triazolo[4,3-a]pyridin-3(2H)-one), ClC1=C(C=CC(=C1)Cl)B(O)O (2,4-dichlorophenylboronic acid), C(=O)([O-])[O-].[K+].[K+] (K2CO3). The reagents and catalysts are C=1C=CC(=CC1)[P](C=2C=CC=CC2)(C=3C=CC=CC3)[Pd]([P](C=4C=CC=CC4)(C=5C=CC=CC5)C=6C=CC=CC6)([P](C=7C=CC=CC7)(C=8C=CC=CC8)C=9C=CC=CC9)[P](C=1C=CC=CC1)(C=1C=CC=CC1)C=1C=CC=CC1 (tetrakis(triphenylphosphine)palladium). Solvent: O1CCOCC1 (dioxane), O (water). Conditions: temperature 200 celsius. Yields the product ClC1=CC=C(C=C1)C=1C=2N(C=CC1C1=C(C=C(C=C1)Cl)Cl)C(N(N2)CC(C)C)=O (8-(4-chlorophenyl)-7-(2,4-dichlorophenyl)-2-isobutyl-[1,2,4]triazolo[4,3-a]pyridin-3(2H)-one). Yield: 32.0%. Reaction SMILES: Br[C:2]1[CH:7]=[CH:6][N:5]2[C:8](=[O:15])[N:9]([CH2:11][CH:12]([CH3:14])[CH3:13])[N:10]=[C:4]2[C:3]=1[C:16]1[CH:21]=[CH:20][C:19]([Cl:22])=[CH:18][CH:17]=1.[Cl:23][C:24]1[CH:29]=[C:28]([Cl:30])[CH:27]=[CH:26][C:25]=1B(O)O.C([O-])([O-])=O.[K+].[K+]>O1CCOCC1.O.C1C=CC([P]([Pd]([P](C2C=CC=CC=2)(C2C=CC=CC=2)C2C=CC=CC=2)([P](C2C=CC=CC=2)(C2C=CC=CC=2)C2C=CC=CC=2)[P](C2C=CC=CC=2)(C2C=CC=CC=2)C2C=CC=CC=2)(C2C=CC=CC=2)C2C=CC=CC=2)=CC=1>[Cl:22][C:19]1[CH:20]=[CH:21][C:16]([C:3]2[C:4]3[N:5]([C:8](=[O:15])[N:9]([CH2:11][CH:12]([CH3:14])[CH3:13])[N:10]=3)[CH:6]=[CH:7][C:2]=2[C:27]2[CH:26]=[CH:25][C:24]([Cl:23])=[CH:29][C:28]=2[Cl:30])=[CH:17][CH:18]=1 |f:2.3.4,^1:50,52,71,90|. Procedure details: To a stirring, degassed mixture of 7-bromo-8-(4-chlorophenyl)-2-isobutyl-[1,2,4]triazolo[4,3-a]pyridin-3(2H)-one (20 mg, 0.05 mmol), 2,4-dichlorophenylboronic acid (38 mg, 0.20 mmol), and tetrakis(triphenylphosphine)palladium (3 mg, 0.002 mmol) in dioxane (0.4 mL) at 20° C. was added K2CO3 (30 mg, 0.2 mmol) in water (0.13 mL). The resulting reaction mixture was heated in a microwave reactor at 200° C. for 10 min under argon. Analysis by HPLC/MS indicated that starting material had been consumed.... The reactants are [Br-], Fc1ccc([Mg+])cc1F, CCOC(=O)c1cc2c([nH]1)C(=O)CC2. The product is CCOC(=O)c1cc2c([nH]1)C(c1ccc(F)c(F)c1)CC2. Reaction SMILES: [Br-:15].[F:16][c:17]1[cH:18][c:19]([Mg+:24])[cH:20][cH:21][c:22]1[F:23].[O:1]=[C:2]1[CH2:3][CH2:4][c:5]2[c:6]1[nH:7][c:8]([C:10](=[O:11])[O:12][CH2:13][CH3:14])[cH:9]2>>[CH:2]1([c:19]2[cH:18][c:17]([F:16])[c:22]([F:23])[cH:21][cH:20]2)[CH2:3][CH2:4][c:5]2[c:6]1[nH:7][c:8]([C:10](=[O:11])[O:12][CH2:13][CH3:14])[cH:9]2.